This data is from the Open Reaction Database (ORD), a public repository of structured organic reaction records. The task is: describe an organic reaction: reactants, conditions, products, and yield The reactants are C(C1=CC=CC=C1)N1CCN(CC1)C(=O)[C@@H]1N(CCN(C1)C1CCC1)C(=O)OC(C)(C)C (tert-butyl (2R)-2-[(4-benzylpiperazin-1-yl)carbonyl]-4-cyclobutylpiperazine-1-carboxylate), O (water). The reagents and catalysts are [Pd] (Palladium on carbon). The solvent is C(C)O (ethanol). Product: C1(CCC1)N1C[C@@H](N(CC1)C(=O)OC(C)(C)C)C(=O)N1CCNCC1 (tert-butyl (2R)-4-cyclobutyl-2-(piperazin-1-ylcarbonyl)piperazine-1-carboxylate). Isolated yield 100.1%. As a reaction SMILES: C([N:8]1[CH2:13][CH2:12][N:11]([C:14]([C@H:16]2[CH2:21][N:20]([CH:22]3[CH2:25][CH2:24][CH2:23]3)[CH2:19][CH2:18][N:17]2[C:26]([O:28][C:29]([CH3:32])([CH3:31])[CH3:30])=[O:27])=[O:15])[CH2:10][CH2:9]1)C1C=CC=CC=1.O>[Pd].C(O)C>[CH:22]1([N:20]2[CH2:19][CH2:18][N:17]([C:26]([O:28][C:29]([CH3:32])([CH3:31])[CH3:30])=[O:27])[C@@H:16]([C:14]([N:11]3[CH2:10][CH2:9][NH:8][CH2:13][CH2:12]3)=[O:15])[CH2:21]2)[CH2:23][CH2:24][CH2:25]1. Procedure: 10% Palladium on carbon (900 mg) was added to tert-butyl (2R)-2-[(4-benzylpiperazin-1-yl)carbonyl]-4-cyclobutylpiperazine-1-carboxylate (5.12 g) and water (10 ml). Under an argon atmosphere, ethanol (250 μl) was added and the mixture stirred at room temperature under a hydrogen filled balloon. After 4 hours the catalyst was removed by filtration and washed with a small quantity of non-flammable solvent (dichloromethane). The combined filtrate was concentrated in vacuo, azeotroped once with tolue...